Dataset: the Open Reaction Database (ORD), a public repository of structured organic reaction records. Task: describe an organic reaction: reactants, conditions, products, and yield The reactants are FC1=CC=C(C=C1)C1C(C2CCC(C1)N2C)C=NO (3-(4-fluoro-phenyl)-8-methyl-8-aza-bicyclo[3.2.1]octane-2-carbaldehyde oxime), carbaldehyde-oxime, [N+](=[N-])=C (diazomethane), [N+](=[N-])=C (diazomethane), alkyl oxime, diazoalkane, C(C)(=O)OCC (ethyl acetate). Solvent: alcohol, CO (methanol), C(C)O (ethanol). Product: CON=CC1C2CCC(CC1C1=CC=C(C=C1)F)N2C (3-(4-fluoro-phenyl)-8-methyl-8-aza-bicyclo[3.2.1]octane-2-carbaldehyde O-methyl-oxime). RXN SMILES: [N+](=[CH2:3])=[N-].[F:4][C:5]1[CH:10]=[CH:9][C:8]([CH:11]2[CH2:17][CH:16]3[N:18]([CH3:19])[CH:13]([CH2:14][CH2:15]3)[CH:12]2[CH:20]=[N:21][OH:22])=[CH:7][CH:6]=1.C(OCC)(=O)C>CO.C(O)C>[CH3:3][O:22][N:21]=[CH:20][CH:12]1[CH:11]([C:8]2[CH:7]=[CH:6][C:5]([F:4])=[CH:10][CH:9]=2)[CH2:17][CH:16]2[N:18]([CH3:19])[CH:13]1[CH2:14][CH2:15]2. Procedure details: The carbaldehyde-oxime obtained above is converted to an alkyl oxime by treatment with a diazoalkane such as diazomethane. Thus 3-(4-fluoro-phenyl)-8-methyl-8-aza-bicyclo[3.2.1]octane-2-carbaldehyde oxime is dissolved in an appropriate alcohol such as methanol or ethanol or an organic solvent such as ethyl acetate and then this solution is cooled in an ice/water bath and then a solution of diazomethane. (excess 1.1-20 equivalents) is added. The reaction mixture should be stirred until the reacti...